Dataset: the Open Reaction Database (ORD), a public repository of structured organic reaction records. Task: describe an organic reaction: reactants, conditions, products, and yield Starting materials: CC1=CC=C(C=C1)S(=O)(=O)OC[C@@H]1COC2=C(O1)C=C(C(=C2)OC)[N+](=O)[O-] ([(2S)-7-nitro-6-methoxy-2,3-dihydro-1,4-benzodioxin-2y]methyl 4-methylbenzenesulfonate), Cl (HCl), [H][H] (hydrogen). The reagents and catalysts are [Pd] (palladium on carbon). Solvent: C(C)(=O)OCC (ethyl acetate). Yields the product CC1=CC=C(C=C1)S(=O)(=O)OCC1COC2=C(O1)C=C(C(=C2)OC)N ([7-Amino-6-methoxy-2,3-dihydro-1,4-benzodioxin-2y]methyl 4-Methylbenzenesulfonate), hydrochloride salt. Reaction SMILES: [CH3:1][C:2]1[CH:7]=[CH:6][C:5]([S:8]([O:11][CH2:12][C@H:13]2[O:18][C:17]3[CH:19]=[C:20]([N+:25]([O-])=O)[C:21]([O:23][CH3:24])=[CH:22][C:16]=3[O:15][CH2:14]2)(=[O:10])=[O:9])=[CH:4][CH:3]=1.Cl.[H][H]>C(OCC)(=O)C.[Pd]>[CH3:1][C:2]1[CH:7]=[CH:6][C:5]([S:8]([O:11][CH2:12][CH:13]2[O:18][C:17]3[CH:19]=[C:20]([NH2:25])[C:21]([O:23][CH3:24])=[CH:22][C:16]=3[O:15][CH2:14]2)(=[O:9])=[O:10])=[CH:4][CH:3]=1. Procedure: To a mixture of 3.74 g (9.40 mmole) of [(2S)-7-nitro-6-methoxy-2,3-dihydro-1,4-benzodioxin-2y]methyl 4-methylbenzenesulfonate and 2.5 mL of 4 N isopropanolic HCl in 200 mL of ethyl acetate was added 0.45 g of 10% palladium on carbon and the mixture treated with 50 psi of hydrogen on a Parr apparatus for 15 hours. The catalyst was then removed by filtration through celite and the filtrate concentrated in vacuum to give 3.41 g of the (R)-enantiomer of the title compound as beige solid hydrochlorid... Starting materials: C(C)(=O)OCCC1CC2=CC(=C(C=C2C1)NC(C)=O)[N+](=O)[O-] (2-(5-Acetamido-6-nitro-2,3-dihydro-1H-inden-2-yl)ethyl Acetate), O (H2O), [CH]Cl (cHCl). The solvent is CO (MeOH). Reaction conditions: temperature 20 celsius. Product: NC=1C=C2CC(CC2=CC1[N+](=O)[O-])CCO (2-(5-Amino-6-nitro-2,3-dihydro-1H-inden-2-yl)ethanol). Isolated yield 100.4%. RXN SMILES: C([O:4][CH2:5][CH2:6][CH:7]1[CH2:15][C:14]2[C:9](=[CH:10][C:11]([N+:20]([O-:22])=[O:21])=[C:12]([NH:16]C(=O)C)[CH:13]=2)[CH2:8]1)(=O)C.O.[CH]Cl>CO>[NH2:16][C:12]1[CH:13]=[C:14]2[C:9](=[CH:10][C:11]=1[N+:20]([O-:22])=[O:21])[CH2:8][CH:7]([CH2:6][CH2:5][OH:4])[CH2:15]2 |^3:23|. Procedure details: Acetamide 155 (24.0 g, 78 mmol) was suspended in MeOH (350 mL), H2O (180 mL) and cHCl (150 mL), and stirred at reflux temperature for 1 h. The resulting orange solution was cooled to 20° C. and the solvent evaporated to give nitroaniline 156 (17.4 g, 100%) as an orange solid: mp 89-91° C.; 1H NMR δ 7.90 (s, 1H, H-4), 6.62 (s, 1H, H-7), 6.02 (br s, 2H, NH2), 3.74 (t, J=6.6 Hz, 2H, CH2O), 2.96-3.04 (m, 2H, H-1, H-3), 2.49-2.60 (m, 3H, H-1, H-2, H-3), 1.77 (q, J=6.6 Hz, 2H, CH2), 1.40 (br s, 1H, OH... Reactants: N1C(=NC2=C1C=CC=C2)CN (C-(1H-benzimidazol-2-yl)-methylamine), O=C1N(C(CC1)=O)OC(C1=CC=C(C=C1)OC(N(C1=CC=CC=C1)C)=O)=O (4-(methyl-phenyl-carbamoyloxy)-benzoic acid 2,5-dioxo-pyrrolidin-1-yl ester), crude product. The product is N1C(=NC2=C1C=CC=C2)CNC(=O)C2=CC=C(C=C2)OC(N(C2=CC=CC=C2)C)=O (Methyl-phenyl-carbamic acid 4-[(1H-benzimidazol-2-ylmethyl)-carbamoyl]-phenyl ester). RXN SMILES: [NH:1]1[C:5]2[CH:6]=[CH:7][CH:8]=[CH:9][C:4]=2[N:3]=[C:2]1[CH2:10][NH2:11].O=C1CCC(=O)N1[O:19][C:20](=O)[C:21]1[CH:26]=[CH:25][C:24]([O:27][C:28](=[O:37])[N:29]([CH3:36])[C:30]2[CH:35]=[CH:34][CH:33]=[CH:32][CH:31]=2)=[CH:23][CH:22]=1>>[NH:1]1[C:5]2[CH:6]=[CH:7][CH:8]=[CH:9][C:4]=2[N:3]=[C:2]1[CH2:10][NH:11][C:20]([C:21]1[CH:26]=[CH:25][C:24]([O:27][C:28](=[O:37])[N:29]([CH3:36])[C:30]2[CH:31]=[CH:32][CH:33]=[CH:34][CH:35]=2)=[CH:23][CH:22]=1)=[O:19]. Procedure: The title product was prepared from C-(1H-benzimidazol-2-yl)-methylamine and 4-(methyl-phenyl-carbamoyloxy)-benzoic acid 2,5-dioxo-pyrrolidin-1-yl ester. The crude product was subjected to preparative HPLC (method C) (8%, off-white crystals). HPLC-MS m/z=401.1 (M+1), Rt: 2.56 min. Reactants: O=C([O-])[O-], O=C(NC12CC3CC(CC(C3)C1)C2)c1ccc(Cl)nc1Cl, CCCS, CCCC#N, CCOC(C)=O, [K+], [K+]. The product is CCCSc1nc(Cl)ccc1C(=O)NC12CC3CC(CC(C3)C1)C2. Reaction SMILES: [C:26](=[O:27])([O-:28])[O-:29].[C:5]12([NH:15][C:16]([c:17]3[c:18]([Cl:24])[n:19][c:20]([Cl:23])[cH:21][cH:22]3)=[O:25])[CH2:6][CH:7]3[CH2:8][CH:9]([CH2:10][CH:11]([CH2:12]1)[CH2:13]3)[CH2:14]2.[CH2:1]([CH2:2][CH3:3])[SH:4].[CH3:32][CH2:33][CH2:34][C:35]#[N:36].[CH3:37][CH2:38][O:39][C:40]([CH3:41])=[O:42].[K+:30].[K+:31]>>[CH2:1]([CH2:2][CH3:3])[S:4][c:18]1[c:17]([C:16]([NH:15][C:5]23[CH2:6][CH:7]4[CH2:8][CH:9]([CH2:10][CH:11]([CH2:12]2)[CH2:13]4)[CH2:14]3)=[O:25])[cH:22][cH:21][c:20]([Cl:23])[n:19]1. Starting materials: CC(C)(C)OC(=O)NC1CCN(c2ccc(S(=O)(=O)Nc3ncns3)cc2)CC1, Cl, C1COCCO1. The product is NC1CCN(c2ccc(S(=O)(=O)Nc3ncns3)cc2)CC1. RXN SMILES: [C:1]([O:2][C:3](=[O:4])[NH:7][CH:8]1[CH2:9][CH2:10][N:11]([c:14]2[cH:15][cH:16][c:17]([S:20]([NH:21][c:22]3[n:23][cH:24][n:25][s:26]3)(=[O:27])=[O:28])[cH:18][cH:19]2)[CH2:12][CH2:13]1)([CH3:5])([CH3:6])[CH3:29].[ClH:30].[O:31]1[CH2:32][CH2:33][O:34][CH2:35][CH2:36]1>>[NH2:7][CH:8]1[CH2:9][CH2:10][N:11]([c:14]2[cH:15][cH:16][c:17]([S:20]([NH:21][c:22]3[n:23][cH:24][n:25][s:26]3)(=[O:27])=[O:28])[cH:18][cH:19]2)[CH2:12][CH2:13]1. Starting materials: FC1(C(N[C@](C(C1)(F)F)(C)C1=C(C=CC(=C1)[N+](=O)[O-])F)=O)C ((6R)-3,5,5-Trifluoro-6-(2-fluoro-5-nitrophenyl)-3,6-dimethylpiperidin-2-one), C(=O)[O-].[NH4+] (Ammonium formate). Reagents/catalysts: [Pd] (palladium on carbon). Run in CO (methanol). Run at time 10 minute. Yields the product NC=1C=CC(=C(C1)[C@@]1(C(CC(C(N1)=O)(C)F)(F)F)C)F ((6R)-6-(5-amino-2-fluorophenyl)-3,5,5-trifluoro-3,6-dimethylpiperidin-2-one). Yield: 91.7%. As a reaction SMILES: [F:1][C:2]1([CH3:22])[CH2:7][C:6]([F:9])([F:8])[C@:5]([C:11]2[CH:16]=[C:15]([N+:17]([O-])=O)[CH:14]=[CH:13][C:12]=2[F:20])([CH3:10])[NH:4][C:3]1=[O:21].C([O-])=O.[NH4+]>CO.[Pd]>[NH2:17][C:15]1[CH:14]=[CH:13][C:12]([F:20])=[C:11]([C@@:5]2([CH3:10])[NH:4][C:3](=[O:21])[C:2]([F:1])([CH3:22])[CH2:7][C:6]2([F:9])[F:8])[CH:16]=1 |f:1.2|. Reported procedure: (6R)-3,5,5-Trifluoro-6-(2-fluoro-5-nitrophenyl)-3,6-dimethylpiperidin-2-one (2.08 g, 6.50 mmol) (1:1.8 mixture of diastereomers) was dissolved in methanol (28 ml). Ammonium formate (2.05 g, 32.5 mmol) was added followed by portionwise addition of palladium on carbon (1.38 g, 1.30 mmol, 10%). The reaction is slightly exothermic and the reaction mixture was briefly immersed into an ice/water bath to control the temperature increase. After the initial temperature increase had settled, the reaction ...